This data is from the Open Reaction Database (ORD), a public repository of structured organic reaction records. The task is: describe an organic reaction: reactants, conditions, products, and yield Starting materials: BrC1=CC=C(C=C1)C1=C(C(=NO1)C)N (5-(4-bromo-phenyl)-3-methyl-isoxazol-4-ylamine), C(C)OC(CC1=CC=C(C=C1)B1OC(C(O1)(C)C)(C)C)=O ([4-(4,4,5,5-tetramethyl-[1,3,2]dioxaborolan-2-yl)-phenyl]-acetic acid ethyl ester). Product: C(C)OC(CC1=CC=C(C=C1)C1=CC=C(C=C1)C1=C(C(=NO1)C)N)=O ([4′-(4-Amino-3-methyl-isoxazol-5-yl)-biphenyl-4-yl]acetic acid ethyl ester). As a reaction SMILES: Br[C:2]1[CH:7]=[CH:6][C:5]([C:8]2[O:12][N:11]=[C:10]([CH3:13])[C:9]=2[NH2:14])=[CH:4][CH:3]=1.[CH2:15]([O:17][C:18](=[O:35])[CH2:19][C:20]1[CH:25]=[CH:24][C:23](B2OC(C)(C)C(C)(C)O2)=[CH:22][CH:21]=1)[CH3:16]>>[CH2:15]([O:17][C:18](=[O:35])[CH2:19][C:20]1[CH:25]=[CH:24][C:23]([C:2]2[CH:7]=[CH:6][C:5]([C:8]3[O:12][N:11]=[C:10]([CH3:13])[C:9]=3[NH2:14])=[CH:4][CH:3]=2)=[CH:22][CH:21]=1)[CH3:16]. Procedure details: Prepared according to the procedure described in Example 1, Step 7, using 5-(4-bromo-phenyl)-3-methyl-isoxazol-4-ylamine and [4-(4,4,5,5-tetramethyl-[1,3,2]dioxaborolan-2-yl)-phenyl]-acetic acid ethyl ester.